This data is from the Open Reaction Database (ORD), a public repository of structured organic reaction records. The task is: describe an organic reaction: reactants, conditions, products, and yield Starting materials: P(=O)(Cl)(Cl)Cl (Phosphorus oxychloride), O=C1NC(=C(C=C1C#N)C)C (2-oxo-1,2-dihydro-5,6-dimethyl pyridine-3-carbonitrile). Conditions: time 1 hour. The product is ClC1=NC(=C(C=C1C#N)C)C (2-Chloro-5,6-dimethyl pyridin-3-carbonitrile). The yield is 66.7%. Reaction SMILES: P(Cl)(Cl)([Cl:3])=O.O=[C:7]1[C:12]([C:13]#[N:14])=[CH:11][C:10]([CH3:15])=[C:9]([CH3:16])[NH:8]1>>[Cl:3][C:7]1[C:12]([C:13]#[N:14])=[CH:11][C:10]([CH3:15])=[C:9]([CH3:16])[N:8]=1. Procedure details: Phosphorus oxychloride (15 mL) was added to 2-oxo-1,2-dihydro-5,6-dimethyl pyridine-3-carbonitrile (2.00 g, 13.5 mmol) in a two neck 50 mL round bottom flask, and this mixture was stirred at RT for 1 h, and then refluxed for 12 h. Afterwards, the excess phosphorous oxychloride was distilled off, and the residue was poured into ice cooled water. The aqueous solution was basified with saturated sodium bicarbonate solution, and the precipitate that formed was filtered off to afford the title compou... Starting materials: BrC1=CC=C(C=C1)O.BrC1=C(C=CC(=C1)Cl)OCC(F)(F)F (2-bromo-4-chloro-1-(2,2,2-trifluoro-ethoxy)-benzene 4-bromo-phenol), FC(COS(=O)(=O)C(F)(F)F)(F)F (trifluoro-methanesulfonic acid 2,2,2-trifluoro-ethyl ester). The product is BrC1=CC=C(C=C1)OCC(F)(F)F (1-bromo-4-(2,2,2-trifluoro-ethoxy)-benzene). Isolated yield 40.0%. As a reaction SMILES: [Br:1][C:2]1[CH:7]=[CH:6][C:5]([OH:8])=[CH:4][CH:3]=1.BrC1C=C(Cl)C=CC=1O[CH2:18][C:19]([F:22])([F:21])[F:20].FC(F)(F)COS(C(F)(F)F)(=O)=O>>[Br:1][C:2]1[CH:7]=[CH:6][C:5]([O:8][CH2:18][C:19]([F:22])([F:21])[F:20])=[CH:4][CH:3]=1 |f:0.1|. Procedure: Following the method described in Example 89 for the synthesis of 2-bromo-4-chloro-1-(2,2,2-trifluoro-ethoxy)-benzene 4-bromo-phenol and trifluoro-methanesulfonic acid 2,2,2-trifluoro-ethyl ester gave 1-bromo-4-(2,2,2-trifluoro-ethoxy)-benzene (40% yield). 1H NMR (acetone-d6) δ 4.68 (q, 2H, J=8.5 Hz, CH2), 7.04 (d, 2H, J=9.1 Hz, Ar), 7.49 (d, 2H, J=9.1 Hz, Ar). Reactants: NC1=NC(=C(C(=N1)N)OCCCOC1=CC(=NC2=CC=CC=C12)C)CC (2,4-diamino-6-ethyl-5-(3-(2-methylquinolin-4-yloxy)propoxy)pyrimidine), Cl (hydrochloric acid). The solvent is CO (methanol). Product: Cl.NC1=NC(=C(C(=N1)N)OCCCOC1=CC(=NC2=CC=CC=C12)C)CC (2,4-diamino-6-ethyl-5-(3-(2-methylquinolin-4-yloxy)propoxy)pyrimidine monohydrochloride). The yield is 92.0%. As a reaction SMILES: [NH2:1][C:2]1[N:7]=[C:6]([NH2:8])[C:5]([O:9][CH2:10][CH2:11][CH2:12][O:13][C:14]2[C:23]3[C:18](=[CH:19][CH:20]=[CH:21][CH:22]=3)[N:17]=[C:16]([CH3:24])[CH:15]=2)=[C:4]([CH2:25][CH3:26])[N:3]=1.[ClH:27]>CO>[ClH:27].[NH2:1][C:2]1[N:7]=[C:6]([NH2:8])[C:5]([O:9][CH2:10][CH2:11][CH2:12][O:13][C:14]2[C:23]3[C:18](=[CH:19][CH:20]=[CH:21][CH:22]=3)[N:17]=[C:16]([CH3:24])[CH:15]=2)=[C:4]([CH2:25][CH3:26])[N:3]=1 |f:3.4|. Reported procedure: To a stirring suspension of 2,4-diamino-6-ethyl-5-(3-(2-methylquinolin-4-yloxy)propoxy)pyrimidine (0.353 g, 1 mmol) in methanol (10 mL) was added one equivalent of hydrochloric acid at 25° C. After evaporation of solvent and trituration with diethyl ether, product was obtained as light yellow solid (0.3587 g, 92%). mp: 194-196° C. (dec.). 1H NMR (400 MHz, DMSO-d6): 0.99 (3H, t, J=7.5 Hz), 2.36 (2H, m), 2.44 (2H, q, J=7.5 Hz), 2.65 (3H, s), 3.97 (2H, t, J=6.0 Hz), 4.45 (2H, t, J=5.6 Hz), 7.09 (1H... The product is C(C)OP(=O)(OCC)CCOC1=CC=C(C(=O)O)C=C1 (4-[2-(diethoxyphosphoryl)ethoxy]benzoic acid). Run at time 18 hour. The reactants are OC1=CC=C(C(=O)OCC)C=C1 (ethyl 4-hydroxybenzoate), BrCCCl (1-bromo-2-chloroethane), C([O-])([O-])=O.[K+].[K+] (potassium carbonate), [I-].[Na+] (sodium iodide), P(OCC)(OCC)OCC (triethyl phosphite), [OH-].[Na+] (sodium hydroxide). Reaction SMILES: [OH:1][C:2]1[CH:12]=[CH:11][C:5]([C:6]([O:8]CC)=[O:7])=[CH:4][CH:3]=1.Br[CH2:14][CH2:15]Cl.C(=O)([O-])[O-].[K+].[K+].[I-].[Na+].[P:25]([O:32]CC)([O:29][CH2:30][CH3:31])[O:26][CH2:27][CH3:28].[OH-].[Na+]>C(Cl)(Cl)Cl.O.C(O)C.C(#N)C>[CH2:27]([O:26][P:25]([CH2:14][CH2:15][O:1][C:2]1[CH:3]=[CH:4][C:5]([C:6]([OH:8])=[O:7])=[CH:11][CH:12]=1)([O:29][CH2:30][CH3:31])=[O:32])[CH3:28] |f:2.3.4,5.6,8.9|. The yield is 10.9%. Procedure: To 300 ml of acetonitrile were added 16.6 g (0.1 mole) of ethyl 4-hydroxybenzoate, 31.6 g (0.22 mole) of 1-bromo-2-chloroethane and 60.8 g of anhydrous potassium carbonate and the mixture was refluxed for 20 hours. The reaction mixture was then allowed to cool to room temperature and the solid matter was filtered off. The filtrate was concentrated under reduced pressure. To the resultant oily residue were added 15 g (0.1 mole) of sodium iodide and 50 g (0.3 mole) of triethyl phosphite and the mi... Solvent: C(C)#N (acetonitrile), C(Cl)(Cl)Cl (chloroform), O (water), C(C)O (ethanol). Reactants: COc1cccc(S(=O)(=O)NC(C(=O)OCc2ccccc2)C(C)(C)C)c1, Cl, CC(C)CCI, [K+], [K+], O=C([O-])[O-], CN(C)C=O. Product: COc1cccc(S(=O)(=O)N(CCC(C)C)C(C(=O)OCc2ccccc2)C(C)(C)C)c1. As a reaction SMILES: [CH2:1]([c:2]1[cH:3][cH:4][cH:5][cH:6][cH:7]1)[O:8][C:9]([CH:10]([NH:11][S:12](=[O:13])(=[O:14])[c:15]1[cH:16][c:17]([O:21][CH3:22])[cH:18][cH:19][cH:20]1)[C:23]([CH3:24])([CH3:25])[CH3:26])=[O:27].[ClH:40].[I:34][CH2:35][CH2:36][CH:37]([CH3:38])[CH3:39].[K+:28].[K+:29].[O-:30][C:31]([O-:32])=[O:33].[O:41]=[CH:42][N:43]([CH3:44])[CH3:45]>>[CH2:1]([c:2]1[cH:3][cH:4][cH:5][cH:6][cH:7]1)[O:8][C:9]([CH:10]([N:11]([S:12](=[O:13])(=[O:14])[c:15]1[cH:16][c:17]([O:21][CH3:22])[cH:18][cH:19][cH:20]1)[CH2:35][CH2:36][CH:37]([CH3:38])[CH3:39])[C:23]([CH3:24])([CH3:25])[CH3:26])=[O:27]. Starting materials: COC(C=CC=1C=NC(=CC1)Br)=O (3-(6-bromopyridin-3-yl)acrylic acid methyl ester), FC1=CC=C(C=C1)B(O)O (4-fluorophenylboronic acid), C1(=CC=CC=C1)P(C1=CC=CC=C1)C1=CC=CC=C1 (triphenylphosphane), C([O-])([O-])=O.[Na+].[Na+] (sodium carbonate). The reagents and catalysts are C(C)(=O)[O-].[Pd+2].C(C)(=O)[O-] (palladium(II)acetate). The solvent is C1(=CC=CC=C1)C (toluene), C(C)O (ethanol). Yields the product COC(C=CC=1C=NC(=CC1)C1=CC=C(C=C1)F)=O (3-(6-(4-Fluorophenyl)pyridin-3-yl)acrylic acid methyl ester). As a reaction SMILES: [CH3:1][O:2][C:3](=[O:13])[CH:4]=[CH:5][C:6]1[CH:7]=[N:8][C:9](Br)=[CH:10][CH:11]=1.[F:14][C:15]1[CH:20]=[CH:19][C:18](B(O)O)=[CH:17][CH:16]=1.C1(P(C2C=CC=CC=2)C2C=CC=CC=2)C=CC=CC=1.C(=O)([O-])[O-].[Na+].[Na+]>C1(C)C=CC=CC=1.C(O)C.C([O-])(=O)C.[Pd+2].C([O-])(=O)C>[CH3:1][O:2][C:3](=[O:13])[CH:4]=[CH:5][C:6]1[CH:7]=[N:8][C:9]([C:18]2[CH:19]=[CH:20][C:15]([F:14])=[CH:16][CH:17]=2)=[CH:10][CH:11]=1 |f:3.4.5,8.9.10|. Procedure details: A mixture of 2980 mg (12.31 mmol) of 3-(6-bromopyridin-3-yl)acrylic acid methyl ester, 2067 mg (14.77 mmol) of 4-fluorophenylboronic acid, 138.2 mg (0.61 mmol) of palladium(II)acetate, 322.9 mg (1.23 mmol) of triphenylphosphane and 14.7 ml of a 1M sodium carbonate solution in 73 ml of toluene and 20 ml of ethanol was heated under reflux for 1.5 h. After cooling, the mixture was poured onto water and extracted with ethyl acetate. The organic phases were evaporated and residue purified by chromato... Reactants: C1CCOC1, [Li]CCCC, C[Si](C)(C)C#CCCCCC(=O)Cl, CCOC(C)=O, [Cu]I, c1ccc(-c2cnco2)nc1. The product is C[Si](C)(C)C#CCCCCC(=O)c1ncc(-c2ccccn2)o1. RXN SMILES: [CH2:30]1[O:31][CH2:32][CH2:33][CH2:34]1.[CH3:12][CH2:13][CH2:14][CH2:15][Li:16].[CH3:17][Si:18]([C:19]#[C:20][CH2:21][CH2:22][CH2:23][CH2:24][C:25](=[O:26])[Cl:27])([CH3:28])[CH3:29].[CH3:35][CH2:36][O:37][C:38]([CH3:39])=[O:40].[Cu:41][I:42].[n:1]1[c:2](-[c:7]2[cH:8][n:9][cH:10][o:11]2)[cH:3][cH:4][cH:5][cH:6]1>>[n:1]1[c:2](-[c:7]2[cH:8][n:9][c:10]([C:25]([CH2:24][CH2:23][CH2:22][CH2:21][C:20]#[C:19][Si:18]([CH3:17])([CH3:28])[CH3:29])=[O:26])[o:11]2)[cH:3][cH:4][cH:5][cH:6]1. Reactants: O=C1CCC(=O)N1Br, O=C([O-])O, CC(=O)OC(C)(C)C, COC(=O)c1ccc(Cl)cc1C, CC(C)(C#N)N=NC(C)(C)C#N, [Na+]. The product is COC(=O)c1ccc(Cl)cc1CBr. RXN SMILES: [Br:1][N:2]1[C:3](=[O:4])[CH2:5][CH2:6][C:7]1=[O:8].[C:33](=[O:34])([O-:35])[OH:36].[C:38]([O:39][C:40]([CH3:41])([CH3:42])[CH3:43])(=[O:44])[CH3:45].[Cl:21][c:22]1[cH:23][c:24]([CH3:32])[c:25]([C:26](=[O:27])[O:28][CH3:29])[cH:30][cH:31]1.[N:9]([C:10]([CH3:11])([CH3:12])[C:13]#[N:14])=[N:15][C:16]([CH3:17])([CH3:18])[C:19]#[N:20].[Na+:37]>>[Br:1][CH2:32][c:24]1[cH:23][c:22]([Cl:21])[cH:31][cH:30][c:25]1[C:26](=[O:27])[O:28][CH3:29].